Dataset: the Open Reaction Database (ORD), a public repository of structured organic reaction records. Task: describe an organic reaction: reactants, conditions, products, and yield Starting materials: C=CCOc1ccc(C2C(OCc3cc(OC)c4ccccc4c3)CN(C(=O)OC(C)(C)C)CC2OCC2COC(C)(C)O2)cc1, O=C([O-])O, CC(C)=O, [Na+], C1CCOC1. Product: COc1cc(COC2CN(C(=O)OC(C)(C)C)CC(OCC3COC(C)(C)O3)C2c2ccc(O)cc2)cc2ccccc12. Reaction SMILES: [C:1]([CH3:2])([CH3:3])([CH3:4])[O:5][C:6](=[O:7])[N:8]1[CH2:9][CH:10]([O:38][CH2:39][CH:40]2[O:41][C:42]([CH3:45])([CH3:46])[O:43][CH2:44]2)[CH:11]([c:28]2[cH:29][cH:30][c:31]([O:34][CH2:35][CH:36]=[CH2:37])[cH:32][cH:33]2)[CH:12]([O:14][CH2:15][c:16]2[cH:17][c:18]3[cH:19][cH:20][cH:21][cH:22][c:23]3[c:24]([O:26][CH3:27])[cH:25]2)[CH2:13]1.[C:56](=[O:57])([O-:58])[OH:59].[CH3:47][C:48](=[O:49])[CH3:50].[Na+:60].[O:51]1[CH2:52][CH2:53][CH2:54][CH2:55]1>>[C:1]([CH3:2])([CH3:3])([CH3:4])[O:5][C:6](=[O:7])[N:8]1[CH2:9][CH:10]([O:38][CH2:39][CH:40]2[O:41][C:42]([CH3:45])([CH3:46])[O:43][CH2:44]2)[CH:11]([c:28]2[cH:29][cH:30][c:31]([OH:34])[cH:32][cH:33]2)[CH:12]([O:14][CH2:15][c:16]2[cH:17][c:18]3[cH:19][cH:20][cH:21][cH:22][c:23]3[c:24]([O:26][CH3:27])[cH:25]2)[CH2:13]1. Reactants: O=C(Cl)c1ccncc1, O=C1C(=O)c2ccccc2C2=C1SCC1(CCNCC1)O2. Yields the product O=C1C(=O)c2ccccc2C2=C1SCC1(CCN(C(=O)c3ccncc3)CC1)O2. RXN SMILES: [C:22]([c:23]1[cH:24][cH:25][n:26][cH:27][cH:28]1)(=[O:29])[Cl:30].[NH:1]1[CH2:2][CH2:3][C:4]2([CH2:5][S:6][C:7]3=[C:8]([O:9]2)[c:10]2[cH:11][cH:12][cH:13][cH:14][c:15]2[C:16](=[O:19])[C:17]3=[O:18])[CH2:20][CH2:21]1>>[N:1]1([C:22]([c:23]2[cH:24][cH:25][n:26][cH:27][cH:28]2)=[O:29])[CH2:2][CH2:3][C:4]2([CH2:5][S:6][C:7]3=[C:8]([O:9]2)[c:10]2[cH:11][cH:12][cH:13][cH:14][c:15]2[C:16](=[O:19])[C:17]3=[O:18])[CH2:20][CH2:21]1. Reactants: C(C)(=O)O[BH-](OC(C)=O)OC(C)=O.[Na+] (sodium triacetoxyborohydride), N[C@H](C(=O)NC1=CC(=NN1C)C1=CC(=NC=C1)C)CC1=CC=C(C=C1)F ((2S)-2-amino-3-(4-fluorophenyl)-N-(1-methyl-3-(2-methylpyridin-4-yl)-1H-pyrazol-5-yl)propanamide), CCN(C(C)C)C(C)C (DIEA), O.C(C=O)(=O)O (glyoxylic acid monohydrate), ClCCCl (DCE). Run in CC(=O)O (AcOH). Reaction conditions: temperature 65 celsius, time 5 minute. The product is Cl.Cl.FC1=CC=C(C=C1)C[C@@H](C(=O)NC1=CC(=NN1C)C1=CC(=NC=C1)C)NCC(=O)O (2-((S)-3-(4-Fluorophenyl)-1-(1-methyl-3-(2-methylpyridin-4-yl)-1H-pyrazol-5-ylamino)-1-oxopropan-2-ylamino)acetic acid dihydrochloride). As a reaction SMILES: [NH2:1][C@@H:2]([CH2:19][C:20]1[CH:25]=[CH:24][C:23]([F:26])=[CH:22][CH:21]=1)[C:3]([NH:5][C:6]1[N:10]([CH3:11])[N:9]=[C:8]([C:12]2[CH:17]=[CH:16][N:15]=[C:14]([CH3:18])[CH:13]=2)[CH:7]=1)=[O:4].CCN(C(C)C)C(C)C.O.[C:37]([OH:41])(=[O:40])[CH:38]=O.C(O[BH-](OC(=O)C)OC(=O)C)(=O)C.[Na+].[Cl:56]CCCl>CC(O)=O>[ClH:56].[ClH:56].[F:26][C:23]1[CH:22]=[CH:21][C:20]([CH2:19][C@H:2]([NH:1][CH2:38][C:37]([OH:41])=[O:40])[C:3]([NH:5][C:6]2[N:10]([CH3:11])[N:9]=[C:8]([C:12]3[CH:17]=[CH:16][N:15]=[C:14]([CH3:18])[CH:13]=3)[CH:7]=2)=[O:4])=[CH:25][CH:24]=1 |f:2.3,4.5,8.9.10|. Procedure details: To a 100 ml flask was added (2S)-2-amino-3-(4-fluorophenyl)-N-(1-methyl-3-(2-methylpyridin-4-yl)-1H-pyrazol-5-yl)propanamide diTFA (120 mg, 0.21 mmole), 3 ml of DCE, DIEA (90 μl, 0.52 mmole, make sure pH=7), 75 μl of AcOH and glyoxylic acid monohydrate (19 mg, 0.21 mmole). The reaction was stirred at 65° C. for 5 minutes at which time was added sodium triacetoxyborohydride (131 mg, 0.62 mmole) and stirred at 65° C. for an additional 18 hours. The solvent was then removed and the crude purified b... Starting materials: C(C1=CC=CC=C1)Cl (benzyl chloride), C1(=CC=CC=C1)C (toluene), NC1=CC=C(CCO)C=C1 (p-aminophenethyl alcohol), C([O-])([O-])=O.[K+].[K+] (potassium carbonate), C1(=CC=CC=C1)C (toluene), C(C)I (ethyl iodide). Conditions: temperature 100 celsius. The product is C(C1=CC=CC=C1)C1=CC=C(CC(NCC)O)C=C1 (p-benzyl-ethylaminophenethyl alcohol). As a reaction SMILES: [NH2:1][C:2]1C=CC(CCO)=C[CH:3]=1.[C:11](=[O:14])([O-])[O-].[K+].[K+].C(I)C.[CH2:20](Cl)[C:21]1[CH:26]=[CH:25][CH:24]=[CH:23][CH:22]=1.[C:28]1([CH3:34])[CH:33]=[CH:32][CH:31]=[CH:30][CH:29]=1>>[CH2:20]([C:31]1[CH:32]=[CH:33][C:28]([CH2:34][CH:11]([OH:14])[NH:1][CH2:2][CH3:3])=[CH:29][CH:30]=1)[C:21]1[CH:26]=[CH:25][CH:24]=[CH:23][CH:22]=1 |f:1.2.3|. Procedure: In a four-aperture flask, 9.6 g (70 mmol) of p-aminophenethyl alcohol, 38.7 g (280 mmol) of potassium carbonate, and 50 mL of dehydrated toluene were poured, and the mixture was heated at 100° C. under an argon atmosphere with stirring. Then, 10.9 g (70 mmol) of ethyl iodide was delivered by drops into the reaction solution for 3 hours. Upon completion of the dripping, the reaction solution was further heated with stirring for 1 hour. Into the reaction solution, 10.9 g (70 mmol) of benzyl chlori... Reactants: CO, ClC(Cl)Cl, CC(NC(=O)Cc1cc(F)cc(F)c1)C(=O)O, COC(=O)CC(O)C(N)Cc1ccccc1. Reaction SMILES: [CH3:38][OH:39].[Cl:34][CH:35]([Cl:36])[Cl:37].[F:1][c:2]1[cH:3][c:4]([CH2:9][C:10](=[O:11])[NH:12][CH:13]([CH3:14])[C:15](=[O:16])[OH:17])[cH:5][c:6]([F:8])[cH:7]1.[NH2:18][CH:19]([CH:20]([CH2:21][C:22](=[O:23])[O:24][CH3:25])[OH:26])[CH2:27][c:28]1[cH:29][cH:30][cH:31][cH:32][cH:33]1>>[F:1][c:2]1[cH:3][c:4]([CH2:9][C:10](=[O:11])[NH:12][CH:13]([CH3:14])[C:15](=[O:17])[NH:18][CH:19]([CH:20]([CH2:21][C:22](=[O:23])[O:24][CH3:25])[OH:26])[CH2:27][c:28]2[cH:29][cH:30][cH:31][cH:32][cH:33]2)[cH:5][c:6]([F:8])[cH:7]1. Product: COC(=O)CC(O)C(Cc1ccccc1)NC(=O)C(C)NC(=O)Cc1cc(F)cc(F)c1. The reactants are CO, CN1CCN(c2ccc([N+](=O)[O-])cc2F)CC1=O, CN(C)C=O. Product: CN1CCN(c2ccc(N)cc2F)CC1=O. Reaction SMILES: [CH3:24][OH:25].[F:1][c:2]1[cH:3][c:4]([N+:16]([O-:17])=[O:18])[cH:5][cH:6][c:7]1[N:8]1[CH2:9][C:10](=[O:15])[N:11]([CH3:14])[CH2:12][CH2:13]1.[O:19]=[CH:20][N:21]([CH3:22])[CH3:23]>>[F:1][c:2]1[cH:3][c:4]([NH2:16])[cH:5][cH:6][c:7]1[N:8]1[CH2:9][C:10](=[O:15])[N:11]([CH3:14])[CH2:12][CH2:13]1.